Dataset: the Open Reaction Database (ORD), a public repository of structured organic reaction records. Task: describe an organic reaction: reactants, conditions, products, and yield Starting materials: CC(C)I, Cc1cccc(C=O)c1O, [K+], [K+], O=C([O-])[O-], CN(C)C=O, O. The product is Cc1cccc(C=O)c1OC(C)C. As a reaction SMILES: [CH:11]([CH3:12])([CH3:13])[I:14].[CH:1](=[O:2])[c:3]1[cH:4][cH:5][cH:6][c:7]([CH3:8])[c:9]1[OH:10].[K+:15].[K+:16].[O-:17][C:18]([O-:19])=[O:20].[O:21]=[CH:22][N:23]([CH3:24])[CH3:25].[OH2:26]>>[CH:1](=[O:2])[c:3]1[cH:4][cH:5][cH:6][c:7]([CH3:8])[c:9]1[O:10][CH:11]([CH3:12])[CH3:13]. The reactants are [BH4-], COC(=O)C=Cc1ccccc1-c1ccc(CC23CCCCN2C(=O)N(c2cc(Cl)cc(Cl)c2)C3=O)cc1, CCOC(C)=O, [Na+], O. Yields the product COC(=O)CCc1ccccc1-c1ccc(CC23CCCCN2C(=O)N(c2cc(Cl)cc(Cl)c2)C3=O)cc1. As a reaction SMILES: [BH4-:39].[CH3:1][O:2][C:3](=[O:4])[CH:5]=[CH:6][c:7]1[c:8](-[c:13]2[cH:14][cH:15][c:16]([CH2:17][C:18]34[CH2:19][CH2:20][CH2:21][CH2:22][N:23]3[C:24](=[O:36])[N:25]([c:28]3[cH:29][c:30]([Cl:35])[cH:31][c:32]([Cl:34])[cH:33]3)[C:26]4=[O:27])[cH:37][cH:38]2)[cH:9][cH:10][cH:11][cH:12]1.[CH3:41][CH2:42][O:43][C:44]([CH3:45])=[O:46].[Na+:40].[OH2:47]>>[CH3:1][O:2][C:3](=[O:4])[CH2:5][CH2:6][c:7]1[c:8](-[c:13]2[cH:14][cH:15][c:16]([CH2:17][C:18]34[CH2:19][CH2:20][CH2:21][CH2:22][N:23]3[C:24](=[O:36])[N:25]([c:28]3[cH:29][c:30]([Cl:35])[cH:31][c:32]([Cl:34])[cH:33]3)[C:26]4=[O:27])[cH:37][cH:38]2)[cH:9][cH:10][cH:11][cH:12]1. Reactants: C(C)(=O)OC=C (vinyl acetate), aqueous solution, C=CS(=O)(=O)[O-].[Na+] (sodium ethylenesulfonate), CC(C)(C#N)N=NC(C)(C)C#N (azobisisobutylonitrile), C(C)(=O)OC=C (vinyl acetate). The solvent is CO (methanol). The product is C(C)(=O)OC=C.C=CS(=O)(=O)[O-].[Na+] (vinyl acetate sodium ethylenesulfonate). RXN SMILES: [C:1]([O:4][CH:5]=[CH2:6])(=[O:3])[CH3:2].[CH2:7]=[CH:8][S:9]([O-:12])(=[O:11])=[O:10].[Na+:13].CC(N=NC(C#N)(C)C)(C#N)C>CO>[C:1]([O:4][CH:5]=[CH2:6])(=[O:3])[CH3:2].[CH2:7]=[CH:8][S:9]([O-:12])(=[O:11])=[O:10].[Na+:13] |f:1.2,5.6.7|. Reported procedure: A 1,000 ml. glass polymerization vessel equipped with a reflux condenser, a dropping funnel, a thermometer and a stirrer was charged with 320 parts of vinyl acetate, 130 parts of methanol, 15 parts of 30% aqueous solution of sodium ethylenesulfonate and 0.2% by mole of azobisisobutylonitrile per the vinyl acetate. After carrying out the polymerization at a temperature of 60° to 65°C. for 8 hours, the residual vinyl acetate was removed by a conventional method to give vinyl acetate-sodium ethylen... Starting materials: O=C1NCCC[C@@H]1NC(OC(C)(C)C)=O ((S)-tert-butyl 2-oxopiperidin-3-ylcarbamate), CI (methyl iodide). The product is CN1C([C@H](CCC1)NC(OC(C)(C)C)=O)=O ((S)-tert-butyl 1-methyl-2-oxopiperidin-3-ylcarbamate). RXN SMILES: [O:1]=[C:2]1[C@@H:7]([NH:8][C:9](=[O:15])[O:10][C:11]([CH3:14])([CH3:13])[CH3:12])[CH2:6][CH2:5][CH2:4][NH:3]1.[CH3:16]I>>[CH3:16][N:3]1[CH2:4][CH2:5][CH2:6][C@H:7]([NH:8][C:9](=[O:15])[O:10][C:11]([CH3:12])([CH3:14])[CH3:13])[C:2]1=[O:1]. Procedure details: (S)-tert-butyl 1-methyl-2-oxopiperidin-3-ylcarbamate was prepared from (S)-tert-butyl 2-oxopiperidin-3-ylcarbamate (Example 7) and methyl iodide according to the general procedure of Example 9. The crude product was purified by column chromatography, eluting with 100% ethyl acetate, to provide compound (2c) in 31% yield. Starting materials: C(#N)C[C@@H]1CN(CCO[C@H]1C1=CC(=C(C=C1)Cl)Cl)C(=O)OC(C)(C)C (tert-butyl (6R,7R)-6-(cyanomethyl)-7-(3,4-dichlorophenyl)-1,4-oxazepane-4-carboxylate), C([O-])([O-])=O.[K+].[K+] (potassium carbonate), OO (hydrogen peroxide), S(=S)(=O)([O-])[O-].[Na+].[Na+] (sodium thiosulfate). Solvent: CS(=O)C (DMSO). Reaction conditions: time 1.5 hour. Product: NC(C[C@@H]1CN(CCO[C@H]1C1=CC(=C(C=C1)Cl)Cl)C(=O)OC(C)(C)C)=O (tert-butyl (6R,7R)-6-(2-amino-2-oxoethyl)-7-(3,4-dichlorophenyl)-1,4-oxazepane-4-carboxylate). Isolated yield 71.3%. As a reaction SMILES: [C:1]([CH2:3][C@H:4]1[C@H:10]([C:11]2[CH:16]=[CH:15][C:14]([Cl:17])=[C:13]([Cl:18])[CH:12]=2)[O:9][CH2:8][CH2:7][N:6]([C:19]([O:21][C:22]([CH3:25])([CH3:24])[CH3:23])=[O:20])[CH2:5]1)#[N:2].C(=O)([O-])[O-:27].[K+].[K+].OO.S([O-])([O-])(=O)=S.[Na+].[Na+]>CS(C)=O>[NH2:2][C:1](=[O:27])[CH2:3][C@H:4]1[C@H:10]([C:11]2[CH:16]=[CH:15][C:14]([Cl:17])=[C:13]([Cl:18])[CH:12]=2)[O:9][CH2:8][CH2:7][N:6]([C:19]([O:21][C:22]([CH3:25])([CH3:24])[CH3:23])=[O:20])[CH2:5]1 |f:1.2.3,5.6.7|. Reported procedure: To a solution of tert-butyl (6R,7R)-6-(cyanomethyl)-7-(3,4-dichlorophenyl)-1,4-oxazepane-4-carboxylate (1 g) in DMSO (10 mL) were added potassium carbonate (0.502 g) and 30% aqueous hydrogen peroxide (1.22 mL) at room temperature. The reaction mixture was stirred at room temperature for 1.5 hr. Diluted aqueous sodium thiosulfate solution was added, and the mixture was extracted with ethyl acetate. The extract was washed with brine, and dried over anhydrous sodium sulfate. The solvent was evapora... Reactants: NC1=CC=C(C=C1)O (4-aminophenol), ClC1=NN=C(C2=CC=CC=C12)C1=CC=CC=C1 (1-chloro-4-phenylphthalazine). Solvent: C1=CC=CC=C1 (benzene). Conditions: temperature 100 celsius. The product is C1(=CC=CC=C1)C1=NN=C(C2=CC=CC=C12)NC1=CC=C(C=C1)O (4-(4-phenylphthalazin-1-ylamino)phenol). RXN SMILES: [NH2:1][C:2]1[CH:7]=[CH:6][C:5]([OH:8])=[CH:4][CH:3]=1.Cl[C:10]1[C:19]2[C:14](=[CH:15][CH:16]=[CH:17][CH:18]=2)[C:13]([C:20]2[CH:25]=[CH:24][CH:23]=[CH:22][CH:21]=2)=[N:12][N:11]=1>C1C=CC=CC=1>[C:20]1([C:13]2[C:14]3[C:19](=[CH:18][CH:17]=[CH:16][CH:15]=3)[C:10]([NH:1][C:2]3[CH:7]=[CH:6][C:5]([OH:8])=[CH:4][CH:3]=3)=[N:11][N:12]=2)[CH:21]=[CH:22][CH:23]=[CH:24][CH:25]=1. Reported procedure: A pressure bottle was charged with 4-aminophenol (0.453 g, 0.416 mmol), 1-chloro-4-phenylphthalazine (1.00 g, 0.416 mmol) and 16.8 mL of benzene. The bottle was sealed and heated to 100° C. for 25 h. The reaction mixture was concentrated. The crude material was dissolved in methanol and was purified by Gilson reverse phase liquid chromatography, 5-75% ACN/H2O/0.1% TFA over 14 min. The product-containing fractions were combined, brought to basic pH by addition of 1M NaHCO3, and extracted with dic... The reactants are NCCC1=CC=C(C#N)C=C1 (4-(2-Aminoethyl)benzonitrile), ClC=1C(N(S(C1C1=CC=CC=C1)(=O)=O)C(C)C)=O (4-chloro-2-isopropyl-5-phenylisothiazol-3(2H)-one 1,1-dioxide), NCCC1=CC=C(C#N)C=C1 (4-(2-aminoethyl)benzonitrile), TEA. Run in CC#N (MeCN). Conditions: temperature 120 celsius. The product is C(C)(C)N1S(C(=C(C1=O)NCCC1=CC=C(C#N)C=C1)C1=CC=CC=C1)(=O)=O (4-{2-[(2-Isopropyl-1,1-dioxido-3-oxo-5-phenyl-2,3-dihydroisothiazol-4-yl)amino]ethyl}benzonitrile). The yield is 68.1%. As a reaction SMILES: Cl[C:2]1[C:3](=[O:18])[N:4]([CH:15]([CH3:17])[CH3:16])[S:5](=[O:14])(=[O:13])[C:6]=1[C:7]1[CH:12]=[CH:11][CH:10]=[CH:9][CH:8]=1.[NH2:19][CH2:20][CH2:21][C:22]1[CH:29]=[CH:28][C:25]([C:26]#[N:27])=[CH:24][CH:23]=1>CC#N>[CH:15]([N:4]1[C:3](=[O:18])[C:2]([NH:19][CH2:20][CH2:21][C:22]2[CH:29]=[CH:28][C:25]([C:26]#[N:27])=[CH:24][CH:23]=2)=[C:6]([C:7]2[CH:12]=[CH:11][CH:10]=[CH:9][CH:8]=2)[S:5]1(=[O:14])=[O:13])([CH3:17])[CH3:16]. Procedure: A mixture of 4-chloro-2-isopropyl-5-phenylisothiazol-3(2H)-one 1,1-dioxide (0.15 g, 0.52 mmol), 4-(2-aminoethyl)benzonitrile (0.09 g, 0.63 mmol) and TEA (0.07 g, 0.68 mmol) in MeCN (1.5 ml) was heated in a microwave reactor at 120° C. for 35 mins. 4-(2-Aminoethyl)benzonitrile (0.04 g) was added to the reaction mixture, and it was heated in a microwave reactor at 120° C. for 20 mins. The reaction mixture was evaporated and the crude product was purified by flash column chromatography using hexane...